From a dataset of the Open Reaction Database (ORD), a public repository of structured organic reaction records. describe an organic reaction: reactants, conditions, products, and yield Reactants: CC(C(CC(=O)C1=CC=C(C=C1)[N+](=O)[O-])C1=CC=NC=C1)(C)[N+](=O)[O-] (4-methyl-4,4'-dinitro-3-(4-pyridyl)-valerophenone), C(C)(=O)O (acetic acid), C(C)(=O)OC(C)=O (acetic anhydride). The reagents and catalysts are [Zn] (zinc), [Zn] (zinc). Solvent: N1=CC=CC=C1 (pyridine). Reaction conditions: time 1 hour. Yields the product CC1(C(CC(=N1)C1=CC=C(NC(C)=O)C=C1)C1=CC=NC=C1)C (4'-[5,5-dimethyl-4-(4-pyridyl)-1-pyrrolin-2-yl]-acetanilide). Reaction SMILES: [CH3:1][C:2]([N+:23]([O-])=O)([CH3:22])[CH:3]([C:16]1[CH:21]=[CH:20][N:19]=[CH:18][CH:17]=1)[CH2:4][C:5]([C:7]1[CH:12]=[CH:11][C:10]([N+:13]([O-])=O)=[CH:9][CH:8]=1)=O.[C:26](O)(=[O:28])[CH3:27].C(OC(=O)C)(=O)C>[Zn].N1C=CC=CC=1>[CH3:1][C:2]1([CH3:22])[N:23]=[C:5]([C:7]2[CH:12]=[CH:11][C:10]([NH:13][C:26](=[O:28])[CH3:27])=[CH:9][CH:8]=2)[CH2:4][CH:3]1[C:16]1[CH:21]=[CH:20][N:19]=[CH:18][CH:17]=1. Procedure: 18 G. of zinc powder are added to a solution of 18.0 g. of 4-methyl-4,4'-dinitro-3-(4-pyridyl)-valerophenone in 500 ml. of glacial acetic acid while stirring. After one hour, an additional 18 g. of zinc powder are added and the reaction mixture is left to react overnight. Then the reaction mixture is filtered, the filter residue is washed with dilute acetic acid and the filtrate evaporated under reduced pressure. The resulting residue is treated with dilute ammonia solution and extracted with et... Product: CC(C)(C)OC(=O)N1CC2CN(c3cncc(C(=O)Nc4cccc(Cl)c4)n3)CC2C1. Reactants: CC(C)(C)OC(=O)N1CC2CN(c3cncc(C(=O)O)n3)CC2C1, CCN=C=NCCCN(C)C, CN(C)c1ccncc1, Nc1cccc(Cl)c1, ClCCl, On1nnc2ccccc21. As a reaction SMILES: [C:1]([CH3:2])([CH3:3])([CH3:4])[O:5][C:6](=[O:7])[N:8]1[CH2:9][CH:10]2[CH:11]([CH2:12]1)[CH2:13][N:14]([c:16]1[cH:17][n:18][cH:19][c:20]([C:22](=[O:23])[OH:24])[n:21]1)[CH2:15]2.[CH3:33][CH2:34][N:35]=[C:36]=[N:37][CH2:38][CH2:39][CH2:40][N:41]([CH3:42])[CH3:43].[CH3:54][N:55]([c:56]1[cH:57][cH:58][n:59][cH:60][cH:61]1)[CH3:62].[Cl:25][c:26]1[cH:27][c:28]([NH2:29])[cH:30][cH:31][cH:32]1.[Cl:63][CH2:64][Cl:65].[OH:44][n:45]1[c:46]2[c:47]([cH:48][cH:49][cH:50][cH:51]2)[n:52][n:53]1>>[C:1]([CH3:2])([CH3:3])([CH3:4])[O:5][C:6](=[O:7])[N:8]1[CH2:9][CH:10]2[CH:11]([CH2:12]1)[CH2:13][N:14]([c:16]1[cH:17][n:18][cH:19][c:20]([C:22](=[O:24])[NH:29][c:28]3[cH:27][c:26]([Cl:25])[cH:32][cH:31][cH:30]3)[n:21]1)[CH2:15]2. Starting materials: C1(=CC=CC=C1)CC(=O)N[C@H]1[C@@H]2N(C(=C(CS2)\C=C\C[N+](C)(CC)CC(N)=O)C(=O)OCC2=CC=C(C=C2)OC)C1=O.[I-] (p-Methoxybenzyl 7β-(2-Phenylacetamido)-3-[(E)-3-(Carbamoylmethylethylmethylammonio)-1-Propenyl]-3-Cephem-4-Carboxylate·iodide), FC(C(=O)O)(F)F (trifluoroacetic acid). Product: FC(C(=O)[O-])(F)F.C1(=CC=CC=C1)CC(=O)N[C@H]1[C@@H]2N(C(=C(CS2)\C=C\C[N+](C)(CC)CC(N)=O)C(=O)O)C1=O (7β-(2-Phenylacetamido)-3-[(E)-3-(Carbamoylmethylethylmethylammonio)-1-Propenyl]-3-Cephem-4-carboxylate trifluoroacetate). RXN SMILES: [C:1]1([CH2:7][C:8]([NH:10][C@@H:11]2[C:41](=[O:42])[N:13]3[C:14]([C:29]([O:31]CC4C=CC(OC)=CC=4)=[O:30])=[C:15](/[CH:18]=[CH:19]/[CH2:20][N+:21]([CH2:25][C:26](=[O:28])[NH2:27])([CH2:23][CH3:24])[CH3:22])[CH2:16][S:17][C@H:12]23)=[O:9])[CH:6]=[CH:5][CH:4]=[CH:3][CH:2]=1.[I-].[F:44][C:45]([F:50])([F:49])[C:46]([OH:48])=[O:47]>C1(OC)C=CC=CC=1>[F:44][C:45]([F:50])([F:49])[C:46]([O-:48])=[O:47].[C:1]1([CH2:7][C:8]([NH:10][C@@H:11]2[C:41](=[O:42])[N:13]3[C:14]([C:29]([OH:31])=[O:30])=[C:15](/[CH:18]=[CH:19]/[CH2:20][N+:21]([CH2:25][C:26](=[O:28])[NH2:27])([CH2:23][CH3:24])[CH3:22])[CH2:16][S:17][C@H:12]23)=[O:9])[CH:6]=[CH:5][CH:4]=[CH:3][CH:2]=1 |f:0.1,4.5|. Reported procedure: In a manner similar to Example 5, the compound (23 g) of Example 11 was suspended in anisole (130 ml), followed by an addition of trifluoroacetic acid (140 ml) to obtain the target product (15.9 g). The solvent is C1(=CC=CC=C1)OC (anisole).